This data is from the Open Reaction Database (ORD), a public repository of structured organic reaction records. The task is: describe an organic reaction: reactants, conditions, products, and yield Starting materials: C(C)(=O)N1C(C(C2=CC=C(C=C12)C(=O)OC)=C(C1=CC=CC=C1)OCC)=O (1-acetyl-3-(1-ethoxy-1-phenylmethylene)-6-methoxycarbonyl-2-indolinone), CN(C)CC(=O)N(C1=CC=C(C=C1)N)CC1=CC=CC=C1 (N-(dimethylaminomethyl-carbonyl)-N-benzyl-p-phenylenediamine). Yields the product CN(C)CC(=O)N(CC1=CC=CC=C1)C1=CC=C(N\C(\C2=CC=CC=C2)=C\2/C(NC3=CC(=CC=C23)C(=O)OC)=O)C=C1 (3-Z-[1-(4-(N-dimethylaminomethylcarbonyl-N-benzyl-amino)-anilino)-1-phenyl-methylene]-6-methoxycarbonyl-2-indolinone). As a reaction SMILES: C([N:4]1[C:12]2[C:7](=[CH:8][CH:9]=[C:10]([C:13]([O:15][CH3:16])=[O:14])[CH:11]=2)[C:6](=[C:17](OCC)[C:18]2[CH:23]=[CH:22][CH:21]=[CH:20][CH:19]=2)[C:5]1=[O:27])(=O)C.[CH3:28][N:29]([CH2:31][C:32]([N:34]([CH2:42][C:43]1[CH:48]=[CH:47][CH:46]=[CH:45][CH:44]=1)[C:35]1[CH:40]=[CH:39][C:38]([NH2:41])=[CH:37][CH:36]=1)=[O:33])[CH3:30]>>[CH3:30][N:29]([CH2:31][C:32]([N:34]([C:35]1[CH:40]=[CH:39][C:38]([NH:41]/[C:17](=[C:6]2\[C:5](=[O:27])[NH:4][C:12]3[C:7]\2=[CH:8][CH:9]=[C:10]([C:13]([O:15][CH3:16])=[O:14])[CH:11]=3)/[C:18]2[CH:23]=[CH:22][CH:21]=[CH:20][CH:19]=2)=[CH:37][CH:36]=1)[CH2:42][C:43]1[CH:44]=[CH:45][CH:46]=[CH:47][CH:48]=1)=[O:33])[CH3:28]. Reported procedure: Prepared from 1-acetyl-3-(1-ethoxy-1-phenylmethylene)-6-methoxycarbonyl-2-indolinone and N-(dimethylaminomethyl-carbonyl)-N-benzyl-p-phenylenediamine Rf value: 0.5 (silica gel, methylene chloride/methanol=9:1) C34H32N4O4 Reactants: CC(C)(C)OC(=O)N1CCNCC1, ClCCl, O=S(=O)(Cl)c1ccc(OC(F)(F)F)cc1. Product: CC(C)(C)OC(=O)N1CCN(S(=O)(=O)c2ccc(OC(F)(F)F)cc2)CC1. Reaction SMILES: [C:1]([CH3:2])([CH3:3])([CH3:4])[O:5][C:6](=[O:7])[N:8]1[CH2:9][CH2:10][NH:11][CH2:12][CH2:13]1.[Cl:29][CH2:30][Cl:31].[F:14][C:15]([O:16][c:17]1[cH:18][cH:19][c:20]([S:23](=[O:24])(=[O:25])[Cl:26])[cH:21][cH:22]1)([F:27])[F:28]>>[C:1]([CH3:2])([CH3:3])([CH3:4])[O:5][C:6](=[O:7])[N:8]1[CH2:9][CH2:10][N:11]([S:23]([c:20]2[cH:19][cH:18][c:17]([O:16][C:15]([F:14])([F:27])[F:28])[cH:22][cH:21]2)(=[O:24])=[O:25])[CH2:12][CH2:13]1.